From a dataset of the Open Reaction Database (ORD), a public repository of structured organic reaction records. describe an organic reaction: reactants, conditions, products, and yield Reactants: C(C1=CC=CC=C1)OC1=CC=C(C=C1)C=1N=COC1 (4-(4-Benzyloxyphenyl)oxazole). Reagents/catalysts: [Pd] (Palladium on carbon). Solvent: CO (methanol). Conditions: time 80 minute. The product is OC1=CC=C(C=C1)C=1N=COC1 (4-(4-hydroxyphenyl)oxazole). The yield is 45.5%. RXN SMILES: C([O:8][C:9]1[CH:14]=[CH:13][C:12]([C:15]2[N:16]=[CH:17][O:18][CH:19]=2)=[CH:11][CH:10]=1)C1C=CC=CC=1>CO.[Pd]>[OH:8][C:9]1[CH:10]=[CH:11][C:12]([C:15]2[N:16]=[CH:17][O:18][CH:19]=2)=[CH:13][CH:14]=1. Reported procedure: 4-(4-Benzyloxyphenyl)oxazole (360mg) was dissolved in methanol (10 ml). 5% Palladium on carbon (containing 50% water) (300 mg) was added to the solution, and the mixture was subjected to catalytic reduction for 80 minutes. The catalyst was filtered off from the reaction mixture, and the filtrate was concentrated. The residue was purified by column chromatography on silica gel [eluting solvent: ethyl acetate-hexane (1:2)] to give 4-(4-hydroxyphenyl)oxazole (105 mg, 45.5%). The product was further... The reactants are COC(=O)c1cc(I)ccc1N, CC(C)O, O=C1CCC(=O)N1Cl. The product is COC(=O)c1cc(I)cc(Cl)c1N. Reaction SMILES: [CH3:1][O:2][C:3]([c:4]1[c:5]([NH2:11])[cH:6][cH:7][c:8]([I:10])[cH:9]1)=[O:12].[CH:21]([OH:22])([CH3:23])[CH3:24].[Cl:13][N:14]1[C:15](=[O:16])[CH2:17][CH2:18][C:19]1=[O:20]>>[CH3:1][O:2][C:3]([c:4]1[c:5]([NH2:11])[c:6]([Cl:13])[cH:7][c:8]([I:10])[cH:9]1)=[O:12]. Reactants: 1E, BrC1=C2C(C(N(C2=CC=C1)CCCCC)=O)C1=CC2=C(OCO2)C=C1O (4-bromo-3-(6-hydroxy-1,3-benzodioxol-5-yl)-1-pentyl-1,3-dihydro-2H-indol-2-one), ClC1=C2C(C(N(C2=C(C=C1)Cl)CCCCC)=O)C1=CC2=C(OCO2)C=C1O (4,7-dichloro-3-(6-hydroxy-1,3-benzodioxol-5-yl)-1-pentyl-1,3-dihydro-2H-indol-2-one). Yields the product ClC1=C2C(C(N(C2=C(C=C1)Cl)CCCCC)=O)(CO)C1=CC2=C(OCO2)C=C1O (4,7-dichloro-3-(6-hydroxy-1,3-benzodioxol-5-yl)-3-(hydroxymethyl)-1-pentyl-1,3-dihydro-2H-indol-2-one). Reaction SMILES: BrC1C=CC=C2C=1C(C1C(O)=CC3OCOC=3C=1)[C:5](=[O:16])N2CCCCC.[Cl:27][C:28]1[CH:36]=[CH:35][C:34]([Cl:37])=[C:33]2[C:29]=1[CH:30]([C:44]1[C:52]([OH:53])=[CH:51][C:47]3[O:48][CH2:49][O:50][C:46]=3[CH:45]=1)[C:31](=[O:43])[N:32]2[CH2:38][CH2:39][CH2:40][CH2:41][CH3:42]>>[Cl:27][C:28]1[CH:36]=[CH:35][C:34]([Cl:37])=[C:33]2[C:29]=1[C:30]([C:44]1[C:52]([OH:53])=[CH:51][C:47]3[O:48][CH2:49][O:50][C:46]=3[CH:45]=1)([CH2:5][OH:16])[C:31](=[O:43])[N:32]2[CH2:38][CH2:39][CH2:40][CH2:41][CH3:42]. Procedure: Following the procedure as described in PREPARATION 1E, and making non-critical variations to replace 4-bromo-3-(6-hydroxy-1,3-benzodioxol-5-yl)-1-pentyl-1,3-dihydro-2H-indol-2-one with 4,7-dichloro-3-(6-hydroxy-1,3-benzodioxol-5-yl)-1-pentyl-1,3-dihydro-2H-indol-2-one, the title compound was obtained (94%) as a gummy solid: MS (ES+) m/z 439.3 (M+1). Reactants: Cc1onc(-c2ccccc2)c1-c1cn2ccc(NC(=O)OC(C)(C)C)cc2n1, Cl. The product is Cc1onc(-c2ccccc2)c1-c1cn2ccc(N)cc2n1. RXN SMILES: [C:1]([O:2][C:3](=[O:4])[NH:7][c:8]1[cH:9][c:10]2[n:11]([cH:12][cH:13]1)[cH:14][c:15](-[c:17]1[c:18](-[c:23]3[cH:24][cH:25][cH:26][cH:27][cH:28]3)[n:19][o:20][c:21]1[CH3:22])[n:16]2)([CH3:5])([CH3:6])[CH3:29].[ClH:30]>>[NH2:7][c:8]1[cH:9][c:10]2[n:11]([cH:12][cH:13]1)[cH:14][c:15](-[c:17]1[c:18](-[c:23]3[cH:24][cH:25][cH:26][cH:27][cH:28]3)[n:19][o:20][c:21]1[CH3:22])[n:16]2. The reactants are CSC(C(=O)O)(C)C1=CC(=CC=C1)OC1=CC=CC=C1 (α-Methylthio-α-(m-phenoxyphenyl)propionic acid), [Na] (sodium), C(C)O (ethanol). Run in C(C)(C)(C)O (t-butanol), O1CCCC1 (tetrahydrofuran). Run at time 10 minute. The product is O(C1=CC=CC=C1)C=1C=C(C=CC1)C(C(=O)O)C (α-(m-phenoxyphenyl)propionic acid). The yield is 96.7%. RXN SMILES: CS[C:3]([C:8]1[CH:13]=[CH:12][CH:11]=[C:10]([O:14][C:15]2[CH:20]=[CH:19][CH:18]=[CH:17][CH:16]=2)[CH:9]=1)([CH3:7])[C:4]([OH:6])=[O:5].[Na].C(O)C>C(O)(C)(C)C.O1CCCC1>[O:14]([C:10]1[CH:9]=[C:8]([CH:3]([CH3:7])[C:4]([OH:6])=[O:5])[CH:13]=[CH:12][CH:11]=1)[C:15]1[CH:16]=[CH:17][CH:18]=[CH:19][CH:20]=1 |^1:20|. Procedure details: α-Methylthio-α-(m-phenoxyphenyl)propionic acid (288 mg) was dissolved in a mixture of 1 ml of t-butanol and 4 ml of tetrahydrofuran, and 100 mg of metallic sodium was added. The mixture was stirred at room temperature for 10 minutes. The mixture was heated under reflux for an additional 1.5 hours with stirring. After cooling, a small amount of ethanol was added to consume the unreacted metallic sodium completely. Water (20 ml) was added, and the pH of the mixture was adjusted to 1 with conc. hyd... Procedure: A mixture of 40 g of 3,5-di(t-butyl)-2-mercaptoaniline [prepared according to a literature procedure from 3,5-di(t-butyl)benzoic acid] and 75 mL of ethyl 3-(trimethoxy)propionate in 1.2 L of methanol containing 1.5 g of p-toluenesulfonic acid was stirred at r.t. for 18 h. Excess methanol was removed by rotary evaporation. The precipitated the solid was filtered and washed with cold methanol. The crude product was purified by flash chromatography on silica gel and eluted with heptane to give 20 g... As a reaction SMILES: [C:1]([C:5]1[C:6]([SH:16])=[C:7]([CH:9]=[C:10]([C:12]([CH3:15])([CH3:14])[CH3:13])[CH:11]=1)[NH2:8])([CH3:4])([CH3:3])[CH3:2].C(C1C=[C:23]([CH:27]=C(C(C)(C)C)C=1)[C:24]([OH:26])=[O:25])(C)(C)C.[C:34]1(C)C=CC(S(O)(=O)=O)=C[CH:35]=1>CO>[C:12]([C:10]1[CH:11]=[C:5]([C:1]([CH3:4])([CH3:3])[CH3:2])[C:6]2[S:16][C:27]([CH2:23][C:24]([O:26][CH2:34][CH3:35])=[O:25])=[N:8][C:7]=2[CH:9]=1)([CH3:15])([CH3:14])[CH3:13]. Run at time 18 hour. Yields the product C(C)(C)(C)C=1C=C(C2=C(N=C(S2)CC(=O)OCC)C1)C(C)(C)C (ethyl 2-[5,7-di(t-butyl)benzothiazolyl]acetate). The reactants are C(C)(C)(C)C=1C(=C(N)C=C(C1)C(C)(C)C)S (3,5-di(t-butyl)-2-mercaptoaniline), C1(=CC=C(C=C1)S(=O)(=O)O)C (p-toluenesulfonic acid), C(C)(C)(C)C=1C=C(C(=O)O)C=C(C1)C(C)(C)C (3,5-di(t-butyl)benzoic acid), ethyl 3-(trimethoxy)propionate. Run in CO (methanol). Starting materials: COC(=O)C=1C=C(C=C2C1CC(O2)C)OC2=CC=C(C=C2)S(=O)(=O)C (6-(4-methanesulfonyl-phenoxy)-2-methyl-2,3-dihydro-benzofuran-4-carboxylic acid methyl ester), FC=1C=C(C=O)C=CC1F (3,4-difluoro-benzaldehyde), CN1N=C(C=C1)NC(=O)C1=CC2=C(CC(O2)(C)C)C(=C1)O (4-hydroxy-2,2-dimethyl-2,3-dihydro-benzofuran-6-carboxylic acid (1-methyl-1H-pyrazol-3-yl)-amide). The product is CN1N=C(C=C1)NC(=O)C1=CC2=C(CC(O2)(C)C)C(=C1)OC1=C(C=C(C=C1)C=O)F (4-(2-Fluoro-4-formyl-phenoxy)-2,2-dimethyl-2,3-dihydro-benzofuran-6-carboxylic acid (1-methyl-1H-pyrazol-3-yl)-amide). Reaction SMILES: COC(C1C=C(OC2C=CC(S(C)(=O)=O)=CC=2)C=C2OC(C)CC=12)=O.[F:26][C:27]1[CH:28]=[C:29]([CH:32]=[CH:33][C:34]=1F)[CH:30]=[O:31].[CH3:36][N:37]1[CH:41]=[CH:40][C:39]([NH:42][C:43]([C:45]2[CH:55]=[C:54]([OH:56])[C:48]3[CH2:49][C:50]([CH3:53])([CH3:52])[O:51][C:47]=3[CH:46]=2)=[O:44])=[N:38]1>>[CH3:36][N:37]1[CH:41]=[CH:40][C:39]([NH:42][C:43]([C:45]2[CH:55]=[C:54]([O:56][C:34]3[CH:33]=[CH:32][C:29]([CH:30]=[O:31])=[CH:28][C:27]=3[F:26])[C:48]3[CH2:49][C:50]([CH3:53])([CH3:52])[O:51][C:47]=3[CH:46]=2)=[O:44])=[N:38]1. Reported procedure: The title compound was prepared in a similar manner as described for Intermediate 1f, from 3,4-difluoro-benzaldehyde and 4-hydroxy-2,2-dimethyl-2,3-dihydro-benzofuran-6-carbo-xylic acid (1-methyl-1H-pyrazol-3-yl)-amide (31a). 1H NMR (400 MHz, CDCl3) δ 9.92 (d, J=2.02 Hz, 1 H) 8.52 (s, 1 H) 7.72 (dd, J=10.36, 1.77 Hz, 1 H) 7.64 (d, J=8.34 Hz, 1 H) 7.28 (s, 1 H) 7.09 (t, J=7.96 Hz, 1 H) 7.05 (s, 1 H) 6.97 (s, 1 H) 6.77 (d, J=2.02 Hz, 1 H) 3.78 (s, 3 H) 2.98 (s, 2 H) 1.51 (s, 6 H); LCMS for C22H20F...